Dataset: the Open Reaction Database (ORD), a public repository of structured organic reaction records. Task: describe an organic reaction: reactants, conditions, products, and yield Reactants: BrC1=CC(=NC=C1)C(=O)O (4-bromopyridine-2-carboxylic acid), C[Si](C)(C)C=[N+]=[N-] (trimethylsilyldiazomethane). The solvent is C(C)(=O)OCC (ethyl acetate), CO (methanol). Reaction conditions: time 1.5 hour. Product: BrC1=CC(=NC=C1)C(=O)OC (methyl 4-bromopyridine-2-carboxylate). Isolated yield 72.0%. Reaction SMILES: [Br:1][C:2]1[CH:7]=[CH:6][N:5]=[C:4]([C:8]([OH:10])=[O:9])[CH:3]=1.[CH3:11][Si](C=[N+]=[N-])(C)C>C(OCC)(=O)C.CO>[Br:1][C:2]1[CH:7]=[CH:6][N:5]=[C:4]([C:8]([O:10][CH3:11])=[O:9])[CH:3]=1. Reported procedure: To a solution of 4-bromopyridine-2-carboxylic acid (0.5 g, 2.5 mmol, Apollo Scientific) in a mixture of ethyl acetate (15 mL) and methanol (1.5 mL), was added dropwise a solution of trimethylsilyldiazomethane (3.7 mL, 2 M in diethyl ether, 7.4 mmol), at about 0° C. After the addition was complete the temperature was raised to rt and the mixture stirred for about another 1.5 h at rt. The resulting mixture was concentrated in vacuo and diethyl ether (25 mL) was added to the residue. The resulting ... The product is CC=1N=CN(C1)C1=CC(=C(N)C=C1)CN (4-(4-methyl-1H-imidazol-1-yl)-2-aminomethylaniline). RXN SMILES: [CH3:1][C:2]1[N:3]=[CH:4][N:5]([C:7]2[CH:13]=[CH:12][C:10]([NH2:11])=[C:9]([C:14]#[N:15])[CH:8]=2)[CH:6]=1.[H][H]>N.CO.[Ni+2]>[CH3:1][C:2]1[N:3]=[CH:4][N:5]([C:7]2[CH:13]=[CH:12][C:10]([NH2:11])=[C:9]([CH2:14][NH2:15])[CH:8]=2)[CH:6]=1 |f:2.3|. Run in N.CO (NH3 methanol). Yield: 81.6%. Reported procedure: To 4-(4-methyl-1H-imidazol-1-yl)-2-cyanoaniline (15.5 g; 78.2 mmol) dissolved in 10% NH3/methanol was added Raney-Nichel (5 g), the resulting mixture was hydrogenated at 60° C., at an hydrogen pressure of 60 bar, for 24 hours. The nitrogen purged reaction mixture was filtered on celite, the cake was washed with methanol and the combined filtrate and washings evaporated. The residue was purified by column chromatography over silica gel (DCM/MeOH/2M NH3, 85:10:5) evaporation of the combined approp... The reagents and catalysts are [Ni+2] (Nichel). Reactants: CC=1N=CN(C1)C1=CC(=C(N)C=C1)C#N (4-(4-methyl-1H-imidazol-1-yl)-2-cyanoaniline), [H][H] (hydrogen). Starting materials: C(C)(C)(C)OC(=O)N(C(=O)OC(C)(C)C)C=1OC[C@@]2(C3=CC(=CC=C3OC(C23COC3)(C)C)Br)N1 (di-tert-butyl[(4S)-6′-bromo-2′,2′-dimethyldispiro[1,3-oxazole-4,4′-chromene-3′,3″-oxetan]-2-yl]imidodicarbonate), F[B-](F)(F)F.C(C)(C)(C)[PH+](C(C)(C)C)C(C)(C)C (tri-tert-butylphosphonium tetrafluoroborate), Cl (HCl), C[Si](C)(C)[N-][Si](C)(C)C.[Li+] (lithium bis(trimethylsilyl)amide). The reagents and catalysts are C=1C=CC(=CC1)/C=C/C(=O)/C=C/C2=CC=CC=C2.C=1C=CC(=CC1)/C=C/C(=O)/C=C/C2=CC=CC=C2.[Pd] (bis(dibenzylideneacetone)palladium(0)). The solvent is C(Cl)(Cl)Cl (CHCl3). Reaction conditions: temperature 60 celsius, time 1.5 hour. Product: C(C)(C)(C)OC(NC=1OC[C@@]2(C3=CC(=CC=C3OC(C23COC3)(C)C)N)N1)=O (tert-butyl[(4S)-6′-amino-2′,2′-dimethyldispiro[1,3-oxazole-4,4′-chromene-3′,3″-oxetan]-2-yl]carbamate). Yield: 99.5%. As a reaction SMILES: [C:1]([O:5][C:6]([N:8]([C:16]1[O:17][CH2:18][C@@:19]2([N:35]=1)[C:28]1([CH2:31][O:30][CH2:29]1)[C:27]([CH3:33])([CH3:32])[O:26][C:25]1[C:20]2=[CH:21][C:22](Br)=[CH:23][CH:24]=1)C(OC(C)(C)C)=O)=[O:7])([CH3:4])([CH3:3])[CH3:2].F[B-](F)(F)F.C([PH+](C(C)(C)C)C(C)(C)C)(C)(C)C.C[Si]([N-:58][Si](C)(C)C)(C)C.[Li+].Cl>C1C=CC(/C=C/C(/C=C/C2C=CC=CC=2)=O)=CC=1.C1C=CC(/C=C/C(/C=C/C2C=CC=CC=2)=O)=CC=1.[Pd].C(Cl)(Cl)Cl>[C:1]([O:5][C:6](=[O:7])[NH:8][C:16]1[O:17][CH2:18][C@@:19]2([N:35]=1)[C:28]1([CH2:29][O:30][CH2:31]1)[C:27]([CH3:32])([CH3:33])[O:26][C:25]1[C:20]2=[CH:21][C:22]([NH2:58])=[CH:23][CH:24]=1)([CH3:3])([CH3:2])[CH3:4] |f:1.2,3.4,6.7.8|. Reported procedure: To a mixture of di-tert-butyl[(4S)-6′-bromo-2′,2′-dimethyldispiro[1,3-oxazole-4,4′-chromene-3′,3″-oxetan]-2-yl]imidodicarbonate (3.40 g, 6.14 mmol), bis(dibenzylideneacetone)palladium(0) (353 mg, 0.614 mmol), and tri-tert-butylphosphonium tetrafluoroborate (179 mg, 0.617 mmol) was added lithium bis(trimethylsilyl)amide (1M solution in toluene, 31 mL, 31 mmol) at ambient temperature under argon atmosphere. After stirring for 1.5 hours at 60° C., the mixture was cooled in an ice-water bath and 1M ... Reactants: Brc1ccccn1, C1CCOC1, [Li]CCCC, CCOCC, CCCCCC, CCOC(C)=O, Cc1c(C=O)c2c(c(C)c1NC(=O)CC(C)(C)C)CC(C)(C)O2, O. The product is Cc1c2c(c(C(O)c3ccccn3)c(C)c1NC(=O)CC(C)(C)C)OC(C)(C)C2. Reaction SMILES: [Br:1][c:2]1[cH:3][cH:4][cH:5][cH:6][n:7]1.[CH2:42]1[O:43][CH2:44][CH2:45][CH2:46]1.[CH2:8]([Li:9])[CH2:10][CH2:11][CH3:12].[CH3:37][CH2:38][O:39][CH2:40][CH3:41].[CH3:47][CH2:48][CH2:49][CH2:50][CH2:51][CH3:52].[CH3:53][CH2:54][O:55][C:56](=[O:57])[CH3:58].[CH:13](=[O:14])[c:15]1[c:16]([CH3:35])[c:17]([NH:27][C:28]([CH2:29][C:30]([CH3:31])([CH3:32])[CH3:33])=[O:34])[c:18]([CH3:26])[c:19]2[c:23]1[O:22][C:21]([CH3:24])([CH3:25])[CH2:20]2.[OH2:36]>>[c:2]1([CH:13]([OH:14])[c:15]2[c:16]([CH3:35])[c:17]([NH:27][C:28]([CH2:29][C:30]([CH3:31])([CH3:32])[CH3:33])=[O:34])[c:18]([CH3:26])[c:19]3[c:23]2[O:22][C:21]([CH3:24])([CH3:25])[CH2:20]3)[cH:3][cH:4][cH:5][cH:6][n:7]1.